Dataset: the Open Reaction Database (ORD), a public repository of structured organic reaction records. Task: describe an organic reaction: reactants, conditions, products, and yield The reactants are CO, CCOC(=O)c1cc2cccc([Si](C)(C)C)c2n1Cc1cccc(F)c1, [K+], C1COCCO1, [OH-], O. RXN SMILES: [CH3:29][OH:30].[CH3:3][Si:4]([c:5]1[cH:6][cH:7][cH:8][c:9]2[cH:10][c:11]([C:22](=[O:23])[O:24][CH2:25][CH3:26])[n:12]([CH2:14][c:15]3[cH:16][c:17]([F:21])[cH:18][cH:19][cH:20]3)[c:13]12)([CH3:27])[CH3:28].[K+:2].[O:32]1[CH2:33][CH2:34][O:35][CH2:36][CH2:37]1.[OH-:1].[OH2:31]>>[CH3:3][Si:4]([c:5]1[cH:6][cH:7][cH:8][c:9]2[cH:10][c:11]([C:22](=[O:23])[OH:24])[n:12]([CH2:14][c:15]3[cH:16][c:17]([F:21])[cH:18][cH:19][cH:20]3)[c:13]12)([CH3:27])[CH3:28]. The product is C[Si](C)(C)c1cccc2cc(C(=O)O)n(Cc3cccc(F)c3)c12. Reactants: [BH4-].[Na+] (sodium borohydride), NC1CCN(CC1)C(CN1C(C(CCC1)(C1=CC=CC=C1)C1=CC=CC=C1)=O)=O (1-(2-(4-aminopiperidin-1-yl)-2-oxoethyl)-3,3-diphenylpiperidin-2-one), C(C1=CC=CC=C1)(=O)C1=CC=CC=C1 (benzophenone). Reagents/catalysts: CC([O-])C.[Ti+4].CC([O-])C.CC([O-])C.CC([O-])C (titanium(IV) isopropoxide). Solvent: ClCCl (dichloromethane), CO (methanol). Conditions: time 16 hour. Yields the product C(C1=CC=CC=C1)(C1=CC=CC=C1)NC1CCN(CC1)C(CN1C(C(CCC1)(C1=CC=CC=C1)C1=CC=CC=C1)=O)=O (1-{2-[4-(benzhydrylamino)piperidin-1-yl]-2-oxoethyl}-3,3-diphenylpiperidin-2-one). As a reaction SMILES: [NH2:1][CH:2]1[CH2:7][CH2:6][N:5]([C:8](=[O:29])[CH2:9][N:10]2[CH2:15][CH2:14][CH2:13][C:12]([C:22]3[CH:27]=[CH:26][CH:25]=[CH:24][CH:23]=3)([C:16]3[CH:21]=[CH:20][CH:19]=[CH:18][CH:17]=3)[C:11]2=[O:28])[CH2:4][CH2:3]1.[C:30]([C:38]1[CH:43]=[CH:42][CH:41]=[CH:40][CH:39]=1)(=O)[C:31]1[CH:36]=[CH:35][CH:34]=[CH:33][CH:32]=1.[BH4-].[Na+]>ClCCl.CO.CC(C)[O-].[Ti+4].CC(C)[O-].CC(C)[O-].CC(C)[O-]>[CH:30]([NH:1][CH:2]1[CH2:7][CH2:6][N:5]([C:8](=[O:29])[CH2:9][N:10]2[CH2:15][CH2:14][CH2:13][C:12]([C:22]3[CH:27]=[CH:26][CH:25]=[CH:24][CH:23]=3)([C:16]3[CH:17]=[CH:18][CH:19]=[CH:20][CH:21]=3)[C:11]2=[O:28])[CH2:4][CH2:3]1)([C:31]1[CH:36]=[CH:35][CH:34]=[CH:33][CH:32]=1)[C:38]1[CH:43]=[CH:42][CH:41]=[CH:40][CH:39]=1 |f:2.3,6.7.8.9.10|. Reported procedure: A mixture of 1-(2-(4-aminopiperidin-1-yl)-2-oxoethyl)-3,3-diphenylpiperidin-2-one (Example 87B, 0.1 g, 0.25 mmol) and benzophenone (0.056 g, 0.3 mmol) is stirred in dichloromethane (3 mL) with titanium(IV) isopropoxide (0.012 g, 0.4 mmol) for 3 hours. The reaction mixture was then diluted with methanol (10 mL) and sodium borohydride (0.4 g, 0.4 mmol) was added. The mixture was stirred at ambient temperature for 16 hours and then concentrated. The residue was partition in ethyl acetate/H2O (100 m... Run in O1CCCC1 (tetrahydrofuran). Yields the product C(C)[C@]1(C[C@@H]([C@]2(C)[C@@H]1[C@@H]1CCC=3C=C(C=CC3[C@H]1CC2)OC)O)C (15α-Ethyl-3-methoxy-15β-methylestra-1,3,5 (10)-trien-17β-ol). Procedure: Lithium aluminum hydride (48 mg; 1.26 mmol) was added to a solution of the 15α-ethyl-15β-methyl ketone (8) (80 mg; 0.25 mmol) in dry tetrahydrofuran at 0° C. Low temperature stirring was maintained for 5 min. Saturated aqueous sodium hydrogen carbonate was added and the mixture was filtered. Standard work-up of the filtrate (ethyl acetate) gave 15α-ethyl-3-methoxy-15β-methylestra-1,3,5 (10)-trien-17β-ol (14) (75 mg; 89%), m.p. 133°-136° C. (from chloroform-methanol); [α]D +67° (c 0.9); νmax 3604... Starting materials: [H-].[Al+3].[Li+].[H-].[H-].[H-] (Lithium aluminum hydride), C(C)[C@]1(CC([C@]2(C)[C@@H]1[C@@H]1CCC=3C=C(C=CC3[C@H]1CC2)OC)=O)C (15α-Ethyl-3-methoxy-15β-methylestra-1,3,5 (10)-trien-17-one), C(O)([O-])=O.[Na+] (sodium hydrogen carbonate). Yield: 91.3%. As a reaction SMILES: [H-].[Al+3].[Li+].[H-].[H-].[H-].[CH2:7]([C@:9]1([CH3:30])[C@H:14]2[C@H:15]3[C@H:24]([CH2:25][CH2:26][C@:12]2([CH3:13])[C:11](=[O:29])[CH2:10]1)[C:23]1[CH:22]=[CH:21][C:20]([O:27][CH3:28])=[CH:19][C:18]=1[CH2:17][CH2:16]3)[CH3:8].C(=O)([O-])O.[Na+]>O1CCCC1>[CH2:7]([C@:9]1([CH3:30])[C@H:14]2[C@H:15]3[C@H:24]([CH2:25][CH2:26][C@:12]2([CH3:13])[C@@H:11]([OH:29])[CH2:10]1)[C:23]1[CH:22]=[CH:21][C:20]([O:27][CH3:28])=[CH:19][C:18]=1[CH2:17][CH2:16]3)[CH3:8] |f:0.1.2.3.4.5,7.8|. The solvent is CCO (EtOH). Yield: 101.8%. Yields the product C(C)(C)(C)OC(NCCCC(C1=CC=CC=C1)=NNC(C1=C(C=CC(=C1)F)F)=O)=O ({4-[(2,5-difluorobenzoyl)-hydrazono]-4-phenylbutyl}-carbamic acid tert-butyl ester). As a reaction SMILES: [C:1]([O:5][C:6](=[O:19])[NH:7][CH2:8][CH2:9][CH2:10][C:11](=O)[C:12]1[CH:17]=[CH:16][CH:15]=[CH:14][CH:13]=1)([CH3:4])([CH3:3])[CH3:2].[F:20][C:21]1[CH:30]=[CH:29][C:28]([F:31])=[CH:27][C:22]=1[C:23]([NH:25][NH2:26])=[O:24].CC(O)=O>CCO>[C:1]([O:5][C:6](=[O:19])[NH:7][CH2:8][CH2:9][CH2:10][C:11](=[N:26][NH:25][C:23](=[O:24])[C:22]1[CH:27]=[C:28]([F:31])[CH:29]=[CH:30][C:21]=1[F:20])[C:12]1[CH:17]=[CH:16][CH:15]=[CH:14][CH:13]=1)([CH3:4])([CH3:3])[CH3:2]. Run at time 3 day. The reactants are C(C)(C)(C)OC(NCCCC(C1=CC=CC=C1)=O)=O ((4-oxo-4-phenylbutyl)-carbamic acid tert-butyl ester), FC1=C(C(=O)NN)C=C(C=C1)F (2,5-difluorobenzoic acid hydrazide), CC(=O)O (HOAc). Reported procedure: To a solution of (4-oxo-4-phenylbutyl)-carbamic acid tert-butyl ester (3.2 g, 12.2 mmol) and 2,5-difluorobenzoic acid hydrazide (2.1 g, 12 mmol) in EtOH (40 mL) was added HOAc (0.5 mL). The reaction was then heated to reflux and stirred for 3 days. The reaction mixture was then cooled to room temperature and concentrated to give desired product (5.1 g).